Dataset: the Open Reaction Database (ORD), a public repository of structured organic reaction records. Task: describe an organic reaction: reactants, conditions, products, and yield Reactants: NC1=NC=NC=C1 (4-aminopyrimidine), C[Si](C)(C)[N-][Si](C)(C)C.[Na+] (NaHMDS), C(C)(=O)O (acetic acid), ClC1=NC(=NC(=N1)N1CCOCC1)N1C(=NC2=C1C=CC=C2OC)C(F)F (1-[4-chloro-6-(4-morpholinyl)-1,3,5-triazin-2-yl]-2-(difluoromethyl)-4-methoxy-1H-benzimidazole). The solvent is C1CCOC1 (THF), O (water), C1CCOC1 (THF). Conditions: time 10 minute. Product: FC(C1=NC2=C(N1C1=NC(=NC(=N1)N1CCOCC1)NC1=NC=NC=C1)C=CC=C2OC)F (4-[2-(difluoromethyl)-4-methoxy-1H-benzimidazol-1-yl]-6-(4-morpholinyl)-N-(4-pyrimidinyl)-1,3,5-triazin-2-amine). Isolated yield 15.7%. Reaction SMILES: [NH2:1][C:2]1[CH:7]=[CH:6][N:5]=[CH:4][N:3]=1.C[Si]([N-][Si](C)(C)C)(C)C.[Na+].Cl[C:19]1[N:24]=[C:23]([N:25]2[CH2:30][CH2:29][O:28][CH2:27][CH2:26]2)[N:22]=[C:21]([N:31]2[C:35]3[CH:36]=[CH:37][CH:38]=[C:39]([O:40][CH3:41])[C:34]=3[N:33]=[C:32]2[CH:42]([F:44])[F:43])[N:20]=1.C(O)(=O)C>C1COCC1.O>[F:44][CH:42]([F:43])[C:32]1[N:31]([C:21]2[N:22]=[C:23]([N:25]3[CH2:30][CH2:29][O:28][CH2:27][CH2:26]3)[N:24]=[C:19]([NH:1][C:2]3[CH:7]=[CH:6][N:5]=[CH:4][N:3]=3)[N:20]=2)[C:35]2[CH:36]=[CH:37][CH:38]=[C:39]([O:40][CH3:41])[C:34]=2[N:33]=1 |f:1.2|. Procedure: To 0.225 g (2.37 mmol) of 4-aminopyrimidine in THF (3 mL) was added 1.30 mL of NaHMDS (2 M solution in THF) and the mixture was stirred for 10 min. A solution of 0.320 g (0.81 mmol) of 1-[4-chloro-6-(4-morpholinyl)-1,3,5-triazin-2-yl]-2-(difluoromethyl)-4-methoxy-1H-benzimidazole in THF (5 mL) was added and the resulting mixture was stirred for 1 hr. The reaction mixture was neutralized with acetic acid, diluted with water and extracted with EtOAc. The organic layer was washed with water, and aq... Reactants: N1=C(NC2=C1C=CC=C2)C(=O)N[C@H](C(=O)N[C@H]([C@H]([C@@H](O)C2CC2)O)CC2CCCCC2)CC=2N=CN(C2)C(C2=CC=CC=C2)(C2=CC=CC=C2)C2=CC=CC=C2 ((S)-α-2-benzimidazolecarboxamido-N-[(1S,2R,3S)-1-(cyclohexylmethyl)-3-cyclopropyl-2,3-dihydroxypropyl]-1-tritylimidazole-4-propionamide), Cl.[NH+]1=CC=CC=C1 (pyridinium hydrochloride). The solvent is CO (methanol). Product: C1(CCCCC1)C[C@@H]([C@H]([C@@H](O)C1CC1)O)NC(=O)[C@H](CC=1N=CNC1)NC(=O)C=1NC2=C(N1)C=CC=C2 (N-[(S)-1-[[(1S,2R,3S)-1-(cyclohexylmethyl)-3-cyclopropyl-2,3-dihydroxypropyl]carbamoyl]-2-imidazol-4-ylethyl]-2-benzimidazolecarboxamide). The yield is 55.5%. As a reaction SMILES: [N:1]1[C:5]2[CH:6]=[CH:7][CH:8]=[CH:9][C:4]=2[NH:3][C:2]=1[C:10]([NH:12][C@@H:13]([CH2:32][C:33]1[N:34]=[CH:35][N:36](C(C2C=CC=CC=2)(C2C=CC=CC=2)C2C=CC=CC=2)[CH:37]=1)[C:14]([NH:16][C@@H:17]([CH2:25][CH:26]1[CH2:31][CH2:30][CH2:29][CH2:28][CH2:27]1)[C@@H:18]([OH:24])[C@H:19]([CH:21]1[CH2:23][CH2:22]1)[OH:20])=[O:15])=[O:11].Cl.[NH+]1C=CC=CC=1>CO>[CH:26]1([CH2:25][C@H:17]([NH:16][C:14]([C@@H:13]([NH:12][C:10]([C:2]2[NH:3][C:4]3[CH:9]=[CH:8][CH:7]=[CH:6][C:5]=3[N:1]=2)=[O:11])[CH2:32][C:33]2[N:34]=[CH:35][NH:36][CH:37]=2)=[O:15])[C@@H:18]([OH:24])[C@H:19]([CH:21]2[CH2:22][CH2:23]2)[OH:20])[CH2:31][CH2:30][CH2:29][CH2:28][CH2:27]1 |f:1.2|. Procedure details: A mixture of 375 mg (0.39 mmol) of (S)-α-2-benzimidazolecarboxamido-N-[(1S,2R,3S)-1-(cyclohexylmethyl)-3-cyclopropyl-2,3-dihydroxypropyl]-1-tritylimidazole-4-propionamide and 1.8 g (15.6 mmol) of pyridinium hydrochloride in 40 ml of methanol is heated to reflux for 3.5 hours. Thereafter, the reaction mixture is evaporated and the residue is partitioned between 100 ml of ethyl acetate and 50 ml of water. The organic phase is washed with 100 ml of semi-saturated ammonium chloride solution and 100 ... Reactants: CC(C)(C)OC(=O)NCC1CCC(CNc2nccc(-c3cc4ccccc4s3)n2)CC1, CO, ClCCl, Cl. Yields the product NCC1CCC(CNc2nccc(-c3cc4ccccc4s3)n2)CC1. As a reaction SMILES: [C:1]([O:2][C:3](=[O:4])[NH:7][CH2:8][CH:9]1[CH2:10][CH2:11][CH:12]([CH2:15][NH:16][c:17]2[n:18][cH:19][cH:20][c:21](-[c:23]3[cH:24][c:25]4[c:26]([s:27]3)[cH:28][cH:29][cH:30][cH:31]4)[n:22]2)[CH2:13][CH2:14]1)([CH3:5])([CH3:6])[CH3:32].[CH3:34][OH:35].[Cl:36][CH2:37][Cl:38].[ClH:33]>>[NH2:7][CH2:8][CH:9]1[CH2:10][CH2:11][CH:12]([CH2:15][NH:16][c:17]2[n:18][cH:19][cH:20][c:21](-[c:23]3[cH:24][c:25]4[c:26]([s:27]3)[cH:28][cH:29][cH:30][cH:31]4)[n:22]2)[CH2:13][CH2:14]1. Starting materials: Cl.Cl.N12C[C@@H](C(CC1)CC2)N ((R)-1-azabicyclo[2.2.2]oct-3-ylamine dihydrochloride), ClC=1C=C(C=CC1)/C=C/C(=O)O (E-3-(3-chlorophenyl)propenoic acid). Yields the product N12C[C@@H](C(CC1)CC2)NC(\C=C\C2=CC(=CC=C2)Cl)=O ((R)-N-(1-Azabicyclo[2.2.2]oct-3-yl)[E-3-(3-chlorophenyl)propenamide]). As a reaction SMILES: Cl.Cl.[N:3]12[CH2:10][CH2:9][CH:6]([CH2:7][CH2:8]1)[C@@H:5]([NH2:11])[CH2:4]2.[Cl:12][C:13]1[CH:14]=[C:15](/[CH:19]=[CH:20]/[C:21](O)=[O:22])[CH:16]=[CH:17][CH:18]=1>>[N:3]12[CH2:10][CH2:9][CH:6]([CH2:7][CH2:8]1)[C@@H:5]([NH:11][C:21](=[O:22])/[CH:20]=[CH:19]/[C:15]1[CH:16]=[CH:17][CH:18]=[C:13]([Cl:12])[CH:14]=1)[CH2:4]2 |f:0.1.2|. Procedure details: Prepared as a free base by a method analogous to that described in Example 1 from (R)-1-azabicyclo[2.2.2]oct-3-ylamine dihydrochloride and E-3-(3-chlorophenyl)propenoic acid; the compound was purified by chromatography on silica gel using amrnmoniated methanol/chloroform mixtures as the eluent; MS (ES+) 291, 293 (MH+). Starting materials: ClC1=C(C(=CC(=C1)C(F)(F)F)Cl)N1N=C2C(=C1)C(CC2)O (2-[2,6-Dichloro-4-(trifluoromethyl)phenyl]-2,4,5,6-tetrahydrocyclopenta[c]pyrazol-4-ol), O (water). The solvent is C1=CC=CC=C1 (Benzene). Conditions: time 12 hour. The product is ClC1=C(C(=CC(=C1)C(F)(F)F)Cl)N1N=C2C(=C1)C[C@H]([C@H]2O)O (cis-2-[2,6-Dichloro-4-(trifluoromethyl)phenyl]-2,4,5,6-tetrahydrocyclopenta[c]pyrazole-5,6-diol), ( 84 ). As a reaction SMILES: [Cl:1][C:2]1[CH:7]=[C:6]([C:8]([F:11])([F:10])[F:9])[CH:5]=[C:4]([Cl:12])[C:3]=1[N:13]1[CH:17]=[C:16]2[CH:18]([OH:21])[CH2:19][CH2:20][C:15]2=[N:14]1.[OH2:22]>C1C=CC=CC=1>[Cl:12][C:4]1[CH:5]=[C:6]([C:8]([F:11])([F:9])[F:10])[CH:7]=[C:2]([Cl:1])[C:3]=1[N:13]1[CH:17]=[C:20]2[CH2:19][C@@H:18]([OH:21])[C@@H:16]([OH:22])[C:15]2=[N:14]1. Procedure: To a solution of (62) (5 g) in Benzene (50 mL) p-TSA (500 mg) was added and the resulting mixture was heated at reflux for 6 hr. while water formed in the reaction was removed using a Dean-Stark Trap. The reaction mixture was allowed to cool down to room temperature and washed with water (5×50 mL). The organic layer was concentrated in vacuo to obtain an oil which was dried on a high vacuum and directly used in next step. To a solution of above product (4.8 g) in 1:1 t-BuOH/H2O (100 mL) was trea... The reactants are OC1=C(C(=NC2=C(C=CC=C12)C(F)(F)F)CCC)C(=O)O (4-hydroxy-2-n-propyl-8-trifluoromethyl-quinoline-3-carboxylic acid), crystals, NC=1SC=CN1 (2-amino-thiazole), C1(CCCCC1)N=C=NC1CCCCC1 (dicyclohexylcarbodiimide). The solvent is CN(C=O)C (dimethylformamide). Product: S1C(=NC=C1)NC(=O)C=1C(=NC2=C(C=CC=C2C1O)C(F)(F)F)CCC (N-(2-thiazolyl)-4-hydroxy-2-n-propyl-8-trifluoromethyl-quinoline-3-carboxamide). Isolated yield 31.3%. RXN SMILES: [OH:1][C:2]1[C:11]2[C:6](=[C:7]([C:12]([F:15])([F:14])[F:13])[CH:8]=[CH:9][CH:10]=2)[N:5]=[C:4]([CH2:16][CH2:17][CH3:18])[C:3]=1[C:19](O)=[O:20].[NH2:22][C:23]1[S:24][CH:25]=[CH:26][N:27]=1.C1(N=C=NC2CCCCC2)CCCCC1>CN(C)C=O>[S:24]1[CH:25]=[CH:26][N:27]=[C:23]1[NH:22][C:19]([C:3]1[C:4]([CH2:16][CH2:17][CH3:18])=[N:5][C:6]2[C:11]([C:2]=1[OH:1])=[CH:10][CH:9]=[CH:8][C:7]=2[C:12]([F:15])([F:14])[F:13])=[O:20]. Reported procedure: Using the procedure of Step F of Example 6, 6.3 g of the acid of Step E and 2.1 g of 2-amino-thiazole were reacted in the presence of dicyclohexylcarbodiimide in dimethylformamide to obtain 2.5 g of N-(2-thiazolyl)-4-hydroxy-2-n-propyl-8-trifluoromethyl-quinoline-3-carboxamide in the form of colorless crystals melting at 222° C after crystallization from acetic acid.